describe an organic reaction: reactants, conditions, products, and yield From a dataset of the Open Reaction Database (ORD), a public repository of structured organic reaction records. The reactants are Cl.C1=NC=CC=2C(CCCC12)=O (7,8-Dihydro-6H-isoquinolin-5-one hydrochloride), pyridinium bromide perbromide. The solvent is C(C)(=O)O (acetic acid). Reaction conditions: temperature 100 celsius. Product: Br.BrC1C(C=2C=CN=CC2CC1)=O (6-Bromo-7,8-dihydro-6H-isoquinolin-5-one hydro-bromide). The yield is 83.0%. Reaction SMILES: Cl.[CH:2]1[C:11]2[CH2:10][CH2:9][CH2:8][C:7](=[O:12])[C:6]=2[CH:5]=[CH:4][N:3]=1.C1C=C[NH+]=CC=1.[Br:19][Br-]Br>C(O)(=O)C>[BrH:19].[Br:19][CH:8]1[CH2:9][CH2:10][C:11]2[CH:2]=[N:3][CH:4]=[CH:5][C:6]=2[C:7]1=[O:12] |f:0.1,2.3,5.6|. Reported procedure: A suspension of 7,8-dihydro-6H-isoquinolin-5-one 8A (13.3 mmol) and pyridinium bromide perbromide (13.3 mmol) were suspended in glacial acetic acid (15 mL), and heated to 100° C. with microwave irradiation for 15 min. The solid formed was filtered to give the title compound as a yellow solid in 83% yield. ESI (+) MS: m/z 227 (MH+). 1H NMR: 2.39-2.62 (m, 2H), 3.00-3.15 (m, 2H), 4.43 (dd, J=12.50, 4.94, 1H), 7.72-7.83 (m, 1H), 8.61-8.74 (m, 1H), 8.75-8.85 (m, 1H).